From a dataset of the Open Reaction Database (ORD), a public repository of structured organic reaction records. describe an organic reaction: reactants, conditions, products, and yield Yields the product BrC1=CC=CC(=N1)CN1C=C(C(C2=CC=CC=C12)=O)C(=O)C1=CC2=C(OCCO2)C=C1 (1-(6-Bromo-pyridin-2-ylmethyl)-3-(2,3-dihydro-benzo[1,4]dioxine-6-carbonyl)-1H-quinolin-4-one). Procedure: Experimental conditions analogous to those described for Step 6 of Example 60 from 90 mg (0.22 mmol) of 1-(6-bromo-pyridin-2-ylmethyl)-4-oxo-1,4-dihydro-quinoline-3-carboxylic acid methoxy-methyl-amide in 1 mL THF and 0.98 mL 0.5M 3,4-(ethylenedioxy)phenylmagnesium bromide. Yield: 77 mg of a white solid. LC-MSD, m/z for C24H17BrN2O4 [M+H]+=477.0, 479.0; HPLC retention time: 2.4 min. Starting materials: CON(C(=O)C1=CN(C2=CC=CC=C2C1=O)CC1=NC(=CC=C1)Br)C (1-(6-bromo-pyridin-2-ylmethyl)-4-oxo-1,4-dihydro-quinoline-3-carboxylic acid methoxy-methyl-amide), white solid, C1CCOC1 (THF). As a reaction SMILES: CON(C)[C:4]([C:6]1[C:15](=[O:16])[C:14]2[C:9](=[CH:10][CH:11]=[CH:12][CH:13]=2)[N:8]([CH2:17][C:18]2[CH:23]=[CH:22][CH:21]=[C:20]([Br:24])[N:19]=2)[CH:7]=1)=[O:5].[CH2:26]1[CH2:30][O:29][CH2:28][CH2:27]1>C1OC2C(=C[C-]=CC=2)OC1.[Mg+2].[Br-]>[Br:24][C:20]1[N:19]=[C:18]([CH2:17][N:8]2[C:9]3[C:14](=[CH:13][CH:12]=[CH:11][CH:10]=3)[C:15](=[O:16])[C:6]([C:4]([C:15]3[CH:14]=[CH:27][C:28]4[O:29][CH2:30][CH2:26][O:5][C:4]=4[CH:6]=3)=[O:5])=[CH:7]2)[CH:23]=[CH:22][CH:21]=1 |f:2.3.4|. The solvent is C1COC2=C[C-]=CC=C2O1.[Mg+2].[Br-] (3,4-(ethylenedioxy)phenylmagnesium bromide). Product: COc1cc(CCCO)c(OC2CCCCO2)c2ccccc12. Starting materials: C=CCc1cc(OC)c2ccccc2c1OC1CCCCO1, B1C2CCCC1CCC2, C1CCOC1. As a reaction SMILES: [CH3:1][O:2][c:3]1[cH:4][c:5]([CH2:20][CH:21]=[CH2:22])[c:6]([O:13][CH:14]2[O:15][CH2:16][CH2:17][CH2:18][CH2:19]2)[c:7]2[cH:8][cH:9][cH:10][cH:11][c:12]12.[CH:23]12[CH2:24][CH2:25][CH2:26][CH:27]([BH:28]1)[CH2:29][CH2:30][CH2:31]2.[O:32]1[CH2:33][CH2:34][CH2:35][CH2:36]1>>[CH3:1][O:2][c:3]1[cH:4][c:5]([CH2:20][CH2:21][CH2:22][OH:32])[c:6]([O:13][CH:14]2[O:15][CH2:16][CH2:17][CH2:18][CH2:19]2)[c:7]2[cH:8][cH:9][cH:10][cH:11][c:12]12. Reaction SMILES: [C:1]([NH:8][C@@H:9]([C:11]([OH:13])=[O:12])[CH3:10])([O:3][C:4]([CH3:7])([CH3:6])[CH3:5])=[O:2].[CH2:14](O)[CH3:15].C1(N=C=NC2CCCCC2)CCCCC1>C(Cl)Cl.CN(C1C=CC=CN=1)C>[CH2:14]([O:12][C:11](=[O:13])[C@@H:9]([CH3:10])[NH:8][C:1]([O:3][C:4]([CH3:7])([CH3:5])[CH3:6])=[O:2])[CH3:15]. Reported procedure: Boc-D-alanine (5.0 g, 26.4 mmol), dimethylaminopyridine (161 mg, 1.3 mMol), and ethanol (1.34 g, 29.1 mMol) were dissolved in methylene chloride (300 ml), and the solution was cooled to 0° C. To this solution was added 1,3-dicyclohexylcarbodiimide (6.0 g, 29.1 mMol). The mixture was allowed to slowly come to room temperature, and stirred under nitrogen overnight, during which time a white solid precipitated. The precipitate was removed by filtration, rinsed with methylene chloride, and the filtr... Yields the product C(C)OC([C@H](NC(=O)OC(C)(C)C)C)=O (Boc-D-alanine ethyl ester). Run at temperature 0 celsius, time 8 hour. The solvent is C(Cl)Cl (methylene chloride). Starting materials: C(=O)(OC(C)(C)C)N[C@H](C)C(=O)O (Boc-D-alanine), C(C)O (ethanol), C1(CCCCC1)N=C=NC1CCCCC1 (1,3-dicyclohexylcarbodiimide). Isolated yield 85.4%. The reagents and catalysts are CN(C)C1=NC=CC=C1 (dimethylaminopyridine). Reactants: Cl.Cl.Cl.N1=C(C=CC=C1)C1=CC=C(C=C1)CN(C[C@@H]([C@H](CC1=CC=CC=C1)NC([C@@H](NC(=O)OC)[C@@H](C)CC)=O)O)N (1-[4-(pyridin-2-yl)-phenyl]-4(S)-hydroxy-2-amino-5(S)-N-(N-methoxycarbonyl-(L)-iso-leucyl)amino-6-phenyl-2-azahexane 3HCl), COC(=O)N[C@@H](C(C)C)C(=O)O (N-methoxycarbonyl-(L)-valine), [B-](F)(F)(F)F.CN(C)C(=[N+](C)C)ON1C=CC=CC1=O (TPTU), C1CCC2=NCCCN2CC1 (DBU), CN(C)C=O (DMF), CN(C)C=O (DMF). Yields the product N1=C(C=CC=C1)C1=CC=C(C=C1)CN(C[C@@H]([C@H](CC1=CC=CC=C1)NC([C@@H](NC(=O)OC)[C@@H](C)CC)=O)O)NC([C@@H](NOC)C(C=C=O)C)=O (1-[4-(Pyridin-2-yl)-phenyl]-4(S)-hydroxy-2-N-(N-methoxy-carbonyl-(L)-valyl)amino-5(S)-N-(N-methoxycarbonyl-(L)-iso-leucyl)amino-6-phenyl-2-azahexane). Reaction SMILES: Cl.Cl.Cl.[N:4]1[CH:9]=[CH:8][CH:7]=[CH:6][C:5]=1[C:10]1[CH:15]=[CH:14][C:13]([CH2:16][N:17]([NH2:42])[CH2:18][C@H:19]([OH:41])[C@@H:20]([NH:28][C:29](=[O:40])[C@H:30]([C@H:36]([CH2:38][CH3:39])[CH3:37])[NH:31][C:32]([O:34][CH3:35])=[O:33])[CH2:21][C:22]2[CH:27]=[CH:26][CH:25]=[CH:24][CH:23]=2)=[CH:12][CH:11]=1.COC([NH:47][C@H:48]([C:52]([OH:54])=O)[CH:49]([CH3:51])[CH3:50])=O.[B-](F)(F)(F)F.CN([C:63]([O:67]N1C(=O)C=CC=C1)=[N+](C)C)C.C1CCN2C(=NCCC2)CC1.CN([CH:89]=[O:90])C>>[N:4]1[CH:9]=[CH:8][CH:7]=[CH:6][C:5]=1[C:10]1[CH:11]=[CH:12][C:13]([CH2:16][N:17]([NH:42][C:52](=[O:54])[C@H:48]([CH:49]([CH3:50])[CH:51]=[C:63]=[O:67])[NH:47][O:90][CH3:89])[CH2:18][C@H:19]([OH:41])[C@@H:20]([NH:28][C:29](=[O:40])[C@H:30]([C@H:36]([CH2:38][CH3:39])[CH3:37])[NH:31][C:32]([O:34][CH3:35])=[O:33])[CH2:21][C:22]2[CH:27]=[CH:26][CH:25]=[CH:24][CH:23]=2)=[CH:14][CH:15]=1 |f:0.1.2.3,5.6|. Procedure: Analogously to Example 46, 0.96 g (1.5 mmol) of 1-[4-(pyridin-2-yl)-phenyl]-4(S)-hydroxy-2-amino-5(S)-N-(N-methoxycarbonyl-(L)-iso-leucyl)amino-6-phenyl-2-azahexane 3HCl (Example 47d) in 10 ml of DMF are reacted with 0.263 g (1.5 mmol) of N-methoxycarbonyl-(L)-valine, 0.446 g (1.5 mmol) of TPTU and 0.78 ml (4.5 mmol) of DBU in 7 ml of DMF. After working up, the title compound is obtained: TLC: Rf=0.4 (ethyl acetate); HPLC20-100: tRet=11.23. FAB MS (M+H)+=691.